Dataset: the Open Reaction Database (ORD), a public repository of structured organic reaction records. Task: describe an organic reaction: reactants, conditions, products, and yield Reactants: NC=1SC(=CN1)C1(CCC1)O (1-(2-amino-thiazol-5-yl)-cyclobutanol). Reagents/catalysts: [OH-].[OH-].[Pd+2] (Pearlman's catalyst). Solvent: FC(C(=O)O)(F)F (trifluoroacetic acid). Yields the product C1(CCC1)C1=CN=C(S1)N (5-Cyclobutyl-thiazol-2-ylamine). Yield: 59.7%. RXN SMILES: [NH2:1][C:2]1[S:3][C:4]([C:7]2(O)[CH2:10][CH2:9][CH2:8]2)=[CH:5][N:6]=1>FC(F)(F)C(O)=O.[OH-].[OH-].[Pd+2]>[CH:7]1([C:4]2[S:3][C:2]([NH2:1])=[N:6][CH:5]=2)[CH2:10][CH2:9][CH2:8]1 |f:2.3.4|. Procedure details: Hydrogenate 1-(2-amino-thiazol-5-yl)-cyclobutanol (0.94 g, 5.52 mmol, 1.0 eq.) in trifluoroacetic acid (16 mL) in the presence of Pearlman's catalyst (0.16 g) under H2 (52 psi) for over night. Filter off the catalyst. Wash with methanol. Concentrate in vacuo. Add dichloromethane (100 mL) to the residue. Wash the organic layer with sodium bicarbonate (sat. 2×30 mL), aqueous saturated sodium chloride (2×20 mL) and water (2×30 mL). Dry the organic phase over MgSO4 and filter the drying reagent off.... The reactants are CC1=C(OCC(=O)OC)C=CC=C1C (methyl (2,3-dimethylphenoxy)acetate), C(C)C(C(=O)Cl)C(=O)Cl (2-ethylmalonyl chloride), Cl (hydrochloric acid), [OH-].[K+] (potassium hydroxide), [Cl-].[Al+3].[Cl-].[Cl-] (aluminum chloride), Cl (hydrochloric acid). Solvent: C(Cl)Cl (methylene chloride), CO (methanol). Reaction conditions: temperature 25 celsius, time 18 hour. Product: O=C1C(C(C2=C(C(=C(C=C12)OCC(=O)O)C)C)=O)CC ((1,3-dioxo-2-ethyl-4,5-dimethyl-6-indanyloxy)acetic acid). RXN SMILES: [CH3:1][C:2]1[C:13]([CH3:14])=[CH:12][CH:11]=[CH:10][C:3]=1[O:4][CH2:5][C:6]([O:8]C)=[O:7].[CH2:15]([CH:17]([C:21](Cl)=[O:22])[C:18](Cl)=[O:19])[CH3:16].[Cl-].[Al+3].[Cl-].[Cl-].Cl.[OH-].[K+]>C(Cl)Cl.CO>[O:19]=[C:18]1[C:11]2[C:12](=[C:13]([CH3:14])[C:2]([CH3:1])=[C:3]([O:4][CH2:5][C:6]([OH:8])=[O:7])[CH:10]=2)[C:21](=[O:22])[CH:17]1[CH2:15][CH3:16] |f:2.3.4.5,7.8|. Procedure: A solution of methyl (2,3-dimethylphenoxy)acetate (3.0 g., 0.0155 mole) and 2-ethylmalonyl chloride (2.7 g., 0.016 mole) in methylene chloride (200 ml.) is cooled to 0°C. then treated with aluminum chloride (6.6 g., 0.05 mole) in several portions during a 15 minute period. The reaction is stirred for 2 hours at 0°C., 18 hours at 25°C. then at reflux for six hours, cooled and poured into cold 1 N-hydrochloric acid (500 ml.), the organic layer is washed with water, saturated aqueous sodium chlorid... The reactants are ClC=1C=C(C=CC1)C(=O)OO (m-Chlorobenzenecarboperoxoic acid), OCC1CN(CCOC1)C(=O)OC(C)(C)C (tert-butyl 6-(hydroxymethyl)-1,4-oxazepane-4-carboxylate), CCCCCC (hexane). Procedure details: 70-75% m-Chlorobenzenecarboperoxoic acid (145 g, 0.59 mol, 1.2 eq) was added in portions to a stirred solution of tert-butyl 6-(hydroxymethyl)-1,4-oxazepane-4-carboxylate (Preparation 79, 107 g, 0.5 mol, 1 eq) in DCM (1.0 L) that caused heating of the mixture. The reaction mixture was stirred for 24 h at room temperature, then diluted with hexane (500 mL) and filtered. The separated precipitate was washed on a filter with DCM/hexane mixture, and the combined filtrate was washed with aqueous pota... Yield: 96.0%. The product is C1(CC1)COCC1(CN(CCOC1)C(=O)OC(C)(C)C)O (tert-Butyl 6-[(cyclopropylmethoxy)methyl]-6-hydroxy-1,4-oxazepane-4-carboxylate). The solvent is C(Cl)Cl (DCM). Run at time 24 hour. As a reaction SMILES: ClC1C=C(C(OO)=[O:9])C=CC=1.[OH:12][CH2:13][CH:14]1[CH2:20][O:19][CH2:18][CH2:17][N:16]([C:21]([O:23][C:24]([CH3:27])([CH3:26])[CH3:25])=[O:22])[CH2:15]1.CC[CH2:30][CH2:31][CH2:32][CH3:33]>C(Cl)Cl>[CH:32]1([CH2:33][O:12][CH2:13][C:14]2([OH:9])[CH2:20][O:19][CH2:18][CH2:17][N:16]([C:21]([O:23][C:24]([CH3:27])([CH3:26])[CH3:25])=[O:22])[CH2:15]2)[CH2:30][CH2:31]1. Reactants: CNCC=1C=CC=C2C=CN(C12)C (methyl-(1-methyl-1H-indol-7-ylmethyl)amine), Cl.Cl.CN1CC(NC2=C(C1)C=C(C=N2)/C=C/C(=O)O)=O ((E)-3-(4-methyl-2-oxo-2,3,4,5-tetrahydro-1H-pyrido[2,3-e][1,4]diazepin-7-yl)acrylic acid dihydrochloride), C=1C=CC2=C(C1)N=NN2O (HOBt), C(C)(C)N(CC)C(C)C (diisopropylethylamine), CCN=C=NCCCN(C)C.Cl (EDC hydrochloride). Run in CN(C)C=O (DMF), O (Water). Reaction conditions: time 8 hour. The product is CN(C(\C=C\C1=CC2=C(NC(CN(C2)C)=O)N=C1)=O)CC=1C=CC=C2C=CN(C12)C ((E)-N-methyl-N-(1-methylindol-7-ylmethyl)-3-(4-methyl-2-oxo-2,3,4,5-tetrahydro-1H-pyrido[2,3-e][1,4]diazepin-7-yl)acrylamide). Isolated yield 49.6%. Reaction SMILES: [CH3:1][NH:2][CH2:3][C:4]1[CH:5]=[CH:6][CH:7]=[C:8]2[C:12]=1[N:11]([CH3:13])[CH:10]=[CH:9]2.Cl.Cl.[CH3:16][N:17]1[CH2:23][C:22]2[CH:24]=[C:25](/[CH:28]=[CH:29]/[C:30](O)=[O:31])[CH:26]=[N:27][C:21]=2[NH:20][C:19](=[O:33])[CH2:18]1.C1C=CC2N(O)N=NC=2C=1.C(N(C(C)C)CC)(C)C.CCN=C=NCCCN(C)C.Cl>CN(C=O)C.O>[CH3:1][N:2]([CH2:3][C:4]1[CH:5]=[CH:6][CH:7]=[C:8]2[C:12]=1[N:11]([CH3:13])[CH:10]=[CH:9]2)[C:30](=[O:31])/[CH:29]=[CH:28]/[C:25]1[CH:26]=[N:27][C:21]2[NH:20][C:19](=[O:33])[CH2:18][N:17]([CH3:16])[CH2:23][C:22]=2[CH:24]=1 |f:1.2.3,6.7|. Procedure: To a solution of (methyl-(1-methyl-1H-indol-7-ylmethyl)amine (103 mg, 0.6 mmol), (E)-3-(4-methyl-2-oxo-2,3,4,5-tetrahydro-1H-pyrido[2,3-e][1,4]diazepin-7-yl)acrylic acid dihydrochloride (160 mg, 0.5 mmol), HOBt (81 mg, 0.5 mmol) and diisopropylethylamine (0.41 mL, 2 mmol) in DMF (12 mL) was added EDC hydrochloride (114 mg, 0.6 mmol). The mixture was stirred overnight at room temperature. Water (75 mL) was added and the solution stirred for 1 hr. The precipitate was collected by filtration and tr... As a reaction SMILES: [Br:1][c:2]1[cH:3][c:4]([F:17])[c:5]([C:9]2([OH:16])[CH2:10][CH2:11][N:12]([CH3:15])[CH2:13][CH2:14]2)[cH:6][c:7]1[F:8].[ClH:18]>>[Br:1][c:2]1[cH:3][c:4]([F:17])[c:5]([C:9]2=[CH:10][CH2:11][N:12]([CH3:15])[CH2:13][CH2:14]2)[cH:6][c:7]1[F:8]. Starting materials: CN1CCC(O)(c2cc(F)c(Br)cc2F)CC1, Cl. Yields the product CN1CC=C(c2cc(F)c(Br)cc2F)CC1. The reactants are ClC=1N=C(C2=C(N1)SC(=C2C)C)Cl (2,4-dichloro-5,6-dimethylthieno[2,3-d]pyrimidine), [BH4-].[Na+] (sodium borohydride). Run in C(C)O.C(Cl)(Cl)Cl (ethanol chloroform). Product: ClC=1NCC2=C(N1)SC(=C2C)C (2-chloro-5,6-dimethyl-3,4-dihydrothieno[2,3-d]pyrimidine). The yield is 51.1%. Reaction SMILES: [Cl:1][C:2]1[N:3]=[C:4](Cl)[C:5]2[C:10]([CH3:11])=[C:9]([CH3:12])[S:8][C:6]=2[N:7]=1.[BH4-].[Na+]>C(O)C.C(Cl)(Cl)Cl>[Cl:1][C:2]1[NH:3][CH2:4][C:5]2[C:10]([CH3:11])=[C:9]([CH3:12])[S:8][C:6]=2[N:7]=1 |f:1.2,3.4|. Procedure: To a solution of 4.66 g of 2,4-dichloro-5,6-dimethylthieno[2,3-d]pyrimidine in 150 ml of ethanol-chloroform (1:1 by volume) was slowly added 2.32 g of sodium borohydride with stirring. The mixture was stirred at room temperature for 6 hours and the solvent removed in vacuo. To the solid residue was added 50 ml of water and the insoluble material was filtered, washed with water, dried, and recrystallized from benzene to give 2.05 g of 2-chloro-5,6-dimethyl-3,4-dihydrothieno[2,3-d]pyrimidine, mp 1... The reactants are C1(=CC=CC=C1)C=1N=C(OC1C1=CC=CC=C1)CNC1CC2=CC=CC(=C2CC1)O[Si](C1=CC=CC=C1)(C1=CC=CC=C1)C(C)(C)C (2-[(4,5-diphenyloxazol-2-yl)methylamino]-1,2,3,4-tetrahydro-5-t-butyldiphenylsilyloxynaphthalene), [F-].C(CCC)[N+](CCCC)(CCCC)CCCC (tetrabutylammonium fluoride). Solvent: C1CCOC1 (THF), C1CCOC1 (THF). Conditions: time 1 hour. Product: C1(=CC=CC=C1)C=1N=C(OC1C1=CC=CC=C1)CNC1CC2=CC=CC(=C2CC1)O (2-[(4,5-diphenyloxazol-2-yl)methylamino]-1,2,3,4-tetrahydro-5-hydroxynaphthalene). Reaction SMILES: [C:1]1([C:7]2[N:8]=[C:9]([CH2:18][NH:19][CH:20]3[CH2:29][CH2:28][C:27]4[C:22](=[CH:23][CH:24]=[CH:25][C:26]=4[O:30][Si](C(C)(C)C)(C4C=CC=CC=4)C4C=CC=CC=4)[CH2:21]3)[O:10][C:11]=2[C:12]2[CH:17]=[CH:16][CH:15]=[CH:14][CH:13]=2)[CH:6]=[CH:5][CH:4]=[CH:3][CH:2]=1.[F-].C([N+](CCCC)(CCCC)CCCC)CCC>C1COCC1>[C:1]1([C:7]2[N:8]=[C:9]([CH2:18][NH:19][CH:20]3[CH2:29][CH2:28][C:27]4[C:22](=[CH:23][CH:24]=[CH:25][C:26]=4[OH:30])[CH2:21]3)[O:10][C:11]=2[C:12]2[CH:17]=[CH:16][CH:15]=[CH:14][CH:13]=2)[CH:6]=[CH:5][CH:4]=[CH:3][CH:2]=1 |f:1.2|. Procedure: A solution of 2-amino-5-t-butyldiphenylsilyloxy-1,2,3,4-tetrahydronaphthalene (0.96 g), (4,5-diphenyloxazol-2-yl)methyl bromide (0.80 g) and potassium carbonate (0.41 g) in DMF (14 ml) was stirred for 3.5 hours at room temperature. The mixture was partitioned between ethyl acetate and water. The organic layer was washed with brine. The dried solvent was evaporated in vacuo to give crude 2-[(4,5-diphenyloxazol-2-yl)methylamino]-1,2,3,4-tetrahydro-5-t-butyldiphenylsilyloxynaphthalene. To a solutio... Starting materials: NC(C1=CC=C(C=C1)C1=NN(C2=NC=NC(=C21)N)[C@@H]2CC[C@@H](CC2)N2CCN(CC2)C)C2=CC=CC=C2 (cis-3-{4-[amino(phenyl)methyl]phenyl}-1-[4-(4-methylpiperazino)cyclohexyl]-1H-pyrazolo[3,4-d]pyrimidin-4-amine), C1(=CC=CC=C1)CC=O (phenylacetaldehyde), C(C)(=O)O (acetic acid), C(C)(=O)O[BH-](OC(C)=O)OC(C)=O.[Na+] (sodium triacetoxyborohydride). Solvent: ClCCCl (1,2-dichloroethane). Reaction conditions: time 18 hour. The product is CN1CCN(CC1)C1CCC(CC1)N1N=C(C=2C1=NC=NC2N)C2=CC=C(C=C2)C(C2=CC=CC=C2)NCCC2=CC=CC=C2 (1-[4-(4-methylpiperazino)cyclohexyl]-3-{4-[(phenethylamino)(phenyl)methyl]phenyl}-1H-pyrazolo[3,4-d]pyrimidin-4-amine). The yield is 46.6%. RXN SMILES: [NH2:1][CH:2]([C:32]1[CH:37]=[CH:36][CH:35]=[CH:34][CH:33]=1)[C:3]1[CH:8]=[CH:7][C:6]([C:9]2[C:17]3[C:12](=[N:13][CH:14]=[N:15][C:16]=3[NH2:18])[N:11]([C@H:19]3[CH2:24][CH2:23][C@@H:22]([N:25]4[CH2:30][CH2:29][N:28]([CH3:31])[CH2:27][CH2:26]4)[CH2:21][CH2:20]3)[N:10]=2)=[CH:5][CH:4]=1.[C:38]1([CH2:44][CH:45]=O)[CH:43]=[CH:42][CH:41]=[CH:40][CH:39]=1.C(O)(=O)C.C(O[BH-](OC(=O)C)OC(=O)C)(=O)C.[Na+]>ClCCCl>[CH3:31][N:28]1[CH2:27][CH2:26][N:25]([CH:22]2[CH2:23][CH2:24][CH:19]([N:11]3[C:12]4=[N:13][CH:14]=[N:15][C:16]([NH2:18])=[C:17]4[C:9]([C:6]4[CH:5]=[CH:4][C:3]([CH:2]([NH:1][CH2:45][CH2:44][C:38]5[CH:43]=[CH:42][CH:41]=[CH:40][CH:39]=5)[C:32]5[CH:33]=[CH:34][CH:35]=[CH:36][CH:37]=5)=[CH:8][CH:7]=4)=[N:10]3)[CH2:20][CH2:21]2)[CH2:30][CH2:29]1 |f:3.4|. Procedure details: To a solution of cis-3-{4-[amino(phenyl)methyl]phenyl}-1-[4-(4-methylpiperazino)cyclohexyl]-1H-pyrazolo[3,4-d]pyrimidin-4-amine (50 mg, 0.10 mmol), phenylacetaldehyde (13 mg) and glacial acetic acid (0.013 mL) in 1,2-dichloroethane (1 mL) under nitrogen was added sodium triacetoxyborohydride (2 equivs., 43 mg). The solution was stirred for 18 h then concentrated in vacuo, partitioned between dichloromethane (10 mL) and saturated aqueous NaHCO3 (10 mL) and the organic layer separated. The aqueous... Starting materials: C1N(CC2=CC=CC=C12)CC(O)C1CCC(CC1)=O (4-[2-(1,3-dihydroisoindol-2-yl)-1-hydroxyethyl]cyclohexanone), [C-]#N.[K+] (Potassium cyanide), CNC (dimethylamine), Cl (hydrochloric acid). Run in CO (methanol), O1CCCC1 (tetrahydrofuran), O (water), CO (methanol). Reaction conditions: time 8 hour. Yields the product C1N(CC2=CC=CC=C12)CC(O)C1CCC(CC1)(C#N)N(C)C (4-[2-(1,3-Dihydroisoindol-2-yl)-1-hydroxyethyl]-1-dimethylaminocyclohexanecarbonitrile). As a reaction SMILES: [CH3:1][NH:2][CH3:3].Cl.[CH2:5]1[C:13]2[C:8](=[CH:9][CH:10]=[CH:11][CH:12]=2)[CH2:7][N:6]1[CH2:14][CH:15]([CH:17]1[CH2:22][CH2:21][C:20](=O)[CH2:19][CH2:18]1)[OH:16].[C-:24]#[N:25].[K+]>CO.O1CCCC1.O>[CH2:5]1[C:13]2[C:8](=[CH:9][CH:10]=[CH:11][CH:12]=2)[CH2:7][N:6]1[CH2:14][CH:15]([CH:17]1[CH2:22][CH2:21][C:20]([N:2]([CH3:3])[CH3:1])([C:24]#[N:25])[CH2:19][CH2:18]1)[OH:16] |f:3.4|. Procedure: 40% aqueous dimethylamine solution (1.72 ml, 12.5 mmol) was added to 4 M hydrochloric acid (706 μl), cooled to 0, in methanol (785 μl). A solution of 4-[2-(1,3-dihydroisoindol-2-yl)-1-hydroxyethyl]cyclohexanone (732 mg, 2.82 mmol) in methanol (4 ml) and tetrahydrofuran (6 ml) was then added. Potassium cyanide (445 mg, 6.67 mmol) was then added to the mixture and the mixture was stirred at room temperature overnight. Thereafter, water (80 ml) was added to the reaction mixture and the mixture was ...